This data is from the Open Reaction Database (ORD), a public repository of structured organic reaction records. The task is: describe an organic reaction: reactants, conditions, products, and yield Reactants: FC(C(=O)O)(F)F (Trifluoroacetic acid), C(C)(C)(C)OC(=O)N1CCN(CCC1)C1=NC=CC=C1CNC1=NN=CN1C1=C(C(=CC=C1)Cl)Cl (4-(3-{[4-(2,3-Dichloro-phenyl)-4H-[1,2,4]triazol-3-ylamino]-methyl}-pyridin-2-yl)[1,4]diazepane-1-carboxylic acid tert-butyl ester). The solvent is ClCCl (dichloromethane). Run at time 16 hour. Product: N1(CCNCCC1)C1=NC=CC=C1CNC1=NN=CN1C1=C(C(=CC=C1)Cl)Cl (N-{[2-(1,4-diazepan-1-yl)pyridin-3-yl]methyl}-4-(2,3-dichlorophenyl)-4H-1,2,4-triazol-3-amine). As a reaction SMILES: FC(F)(F)C(O)=O.C(OC([N:15]1[CH2:21][CH2:20][CH2:19][N:18]([C:22]2[C:27]([CH2:28][NH:29][C:30]3[N:34]([C:35]4[CH:40]=[CH:39][CH:38]=[C:37]([Cl:41])[C:36]=4[Cl:42])[CH:33]=[N:32][N:31]=3)=[CH:26][CH:25]=[CH:24][N:23]=2)[CH2:17][CH2:16]1)=O)(C)(C)C>ClCCl>[N:18]1([C:22]2[C:27]([CH2:28][NH:29][C:30]3[N:34]([C:35]4[CH:40]=[CH:39][CH:38]=[C:37]([Cl:41])[C:36]=4[Cl:42])[CH:33]=[N:32][N:31]=3)=[CH:26][CH:25]=[CH:24][N:23]=2)[CH2:19][CH2:20][CH2:21][NH:15][CH2:16][CH2:17]1. Procedure details: Trifluoroacetic acid (15 mL) was added to a solution of Example 112C (2.0 g, 3.86 mmol) in dichloromethane (75 mL) at 0° C. 5 minuted later, the ice bath was removed and the reaction mixture was stirred at room temperature for 16 hours. The reaction mixture was diluted with dichloromethane. The organic was washed with saturated sodium bicarbonate and the pH was adjusted to 9. The layers were separated and the aqueous layer was extracted with dichloromathane. The combined organic layer was washed...